This data is from the Open Reaction Database (ORD), a public repository of structured organic reaction records. The task is: describe an organic reaction: reactants, conditions, products, and yield Starting materials: C(C)(C)(C)OC(NC1=CC(=CC=C1)NC=1C2=C(N=CN1)NC=C2C(C2=CC=CC=C2)=O)=O (tert-butyl(3-((5-benzoyl-7H-pyrrolo[2,3-d]pyrimidine-4-yl)amino)phenyl)carbamate), C(=O)(C(F)(F)F)O (TFA). Run in C(Cl)Cl (DCM). Conditions: temperature 50 celsius. Yields the product NC=1C=C(C=CC1)NC=1C2=C(N=CN1)NC=C2C(=O)C2=CC=CC=C2 ((4-(3-aminophenylamino)-7H-pyrrolo[2,3-d]pyrimidin-5-yl)(phenyl)methanone). As a reaction SMILES: C(OC(=O)[NH:7][C:8]1[CH:13]=[CH:12][CH:11]=[C:10]([NH:14][C:15]2[C:16]3[C:23]([C:24](=[O:31])[C:25]4[CH:30]=[CH:29][CH:28]=[CH:27][CH:26]=4)=[CH:22][NH:21][C:17]=3[N:18]=[CH:19][N:20]=2)[CH:9]=1)(C)(C)C.C(O)(C(F)(F)F)=O>C(Cl)Cl>[NH2:7][C:8]1[CH:9]=[C:10]([NH:14][C:15]2[C:16]3[C:23]([C:24]([C:25]4[CH:26]=[CH:27][CH:28]=[CH:29][CH:30]=4)=[O:31])=[CH:22][NH:21][C:17]=3[N:18]=[CH:19][N:20]=2)[CH:11]=[CH:12][CH:13]=1. Reported procedure: To a mixture of tert-butyl(3-((5-benzoyl-7H-pyrrolo[2,3-d]pyrimidine-4-yl)amino)phenyl)carbamate (5.8 g, 13.5 mmol) in DCM (50 mL) was added 25 mL of TFA. The mixture was heated at 50° C. for 1 hour. Solvent was removed under reduced pressure. The residue was washed with DCM and dried on high vacuum to give an off-white solid. M.p.=280-282° C.; 400 MHz 1HNMR (DMSO-d6) δ 13.11 (s, 1H), 11.56 (s, 1H), 8.51 (s, 1H), 8.09 (s, 1H), 8.01 (s, 1H), 7.86 (d, J=7.6 Hz, 2H), 7.70 (t, J=10 Hz, 2H), 7.60 (t,... Starting materials: NC1=CC=C2C(=N1)C(=CN2)C2CCN(CC2)C(=O)OC(C)(C)C (5-amino-3-(1-tert-butoxycarbonylpiperidin-4-yl)pyrrolo[3,2-b]pyridine), O1C(=CC=C1)C(=O)Cl (2-furoyl chloride). The product is O1C(=CC=C1)C(=O)NC1=CC=C2C(=N1)C(=CN2)C2CCNCC2 (5-(N-[2-furoyl]amino)-3-(piperidin-4-yl)pyrrolo[3,2-b]pyridine). RXN SMILES: [NH2:1][C:2]1[N:7]=[C:6]2[C:8]([CH:11]3[CH2:16][CH2:15][N:14](C(OC(C)(C)C)=O)[CH2:13][CH2:12]3)=[CH:9][NH:10][C:5]2=[CH:4][CH:3]=1.[O:24]1[CH:28]=[CH:27][CH:26]=[C:25]1[C:29](Cl)=[O:30]>>[O:24]1[CH:28]=[CH:27][CH:26]=[C:25]1[C:29]([NH:1][C:2]1[N:7]=[C:6]2[C:8]([CH:11]3[CH2:12][CH2:13][NH:14][CH2:15][CH2:16]3)=[CH:9][NH:10][C:5]2=[CH:4][CH:3]=1)=[O:30]. Procedure: Beginning with 0.015 gm (0.047 mMol) 5-amino-3-(1-tert-butoxycarbonylpiperidin-4-yl)pyrrolo[3,2-b]pyridine and 0.006 mL (0.062 mMol) 2-furoyl chloride, the title compound was prepared. Reactants: C(C)OC(C(C(=O)OCC)(C1=C(C=NC2=CC=C(C=C12)I)C#N)CCCC)=O (2-butyl-2-(3-cyano-6-iodo-quinolin-4-yl)-malonic acid diethyl ester), [Cl-].[Li+] (lithium chloride), O (water). Run in CS(=O)C (dimethylsulfoxide). Yields the product IC=1C=C2C(=C(C=NC2=CC1)C#N)CCCCC (6-iodo-4-pentyl-quinoline-3-carbonitrile). RXN SMILES: C(OC(=O)[C:5]([CH2:24][CH2:25][CH2:26][CH3:27])([C:11]1[C:20]2[C:15](=[CH:16][CH:17]=[C:18]([I:21])[CH:19]=2)[N:14]=[CH:13][C:12]=1[C:22]#[N:23])C(OCC)=O)C.[Cl-].[Li+].O>CS(C)=O>[I:21][C:18]1[CH:19]=[C:20]2[C:15](=[CH:16][CH:17]=1)[N:14]=[CH:13][C:12]([C:22]#[N:23])=[C:11]2[CH2:5][CH2:24][CH2:25][CH2:26][CH3:27] |f:1.2|. Procedure details: Similar procedure as described in example 71b was used, starting from 2-butyl-2-(3-cyano-6-iodo-quinolin-4-yl)-malonic acid diethyl ester (example 72a), lithium chloride, water, and dimethylsulfoxide to give 6-iodo-4-pentyl-quinoline-3-carbonitrile. LC-MS m/e 351 (MH+). Starting materials: CC(=O)O, CC(=O)O[BH-](OC(C)=O)OC(C)=O, O=C([O-])O, CCN(C(C)C)C(C)C, ClC(Cl)Cl, ClCCl, Cl, Cl, COC(=O)C1(NCC(CN)c2ccccc2)CCCC1, [Na+], [Na+], O=Cc1cnc2cc3c(cc2c1)CC1(C3)C(=O)Nc2ncccc21. Product: COC(=O)C1(NCC(CNCc2cnc3cc4c(cc3c2)CC2(C4)C(=O)Nc3ncccc32)c2ccccc2)CCCC1. Reaction SMILES: [C:25]([OH:26])(=[O:27])[CH3:28].[C:60]([O:61][BH-:62]([O:63][C:64](=[O:65])[CH3:66])[O:67][C:68](=[O:69])[CH3:70])(=[O:71])[CH3:72].[C:81](=[O:82])([OH:83])[O-:84].[CH:51]([N:52]([CH2:53][CH3:54])[CH:55]([CH3:56])[CH3:57])([CH3:58])[CH3:59].[CH:74]([Cl:75])([Cl:76])[Cl:77].[Cl:78][CH2:79][Cl:80].[ClH:29].[ClH:30].[NH2:31][CH2:32][CH:33]([CH2:34][NH:35][C:36]1([C:41](=[O:42])[O:43][CH3:44])[CH2:37][CH2:38][CH2:39][CH2:40]1)[c:45]1[cH:46][cH:47][cH:48][cH:49][cH:50]1.[Na+:73].[Na+:85].[O:1]=[C:2]1[NH:3][c:4]2[n:5][cH:6][cH:7][cH:8][c:9]2[C:10]12[CH2:11][c:12]1[c:13]([cH:14][c:15]3[cH:16][c:17]([CH:22]=[O:23])[cH:18][n:19][c:20]3[cH:21]1)[CH2:24]2>>[O:1]=[C:2]1[NH:3][c:4]2[n:5][cH:6][cH:7][cH:8][c:9]2[C:10]12[CH2:11][c:12]1[c:13]([cH:14][c:15]3[cH:16][c:17]([CH2:22][NH:31][CH2:32][CH:33]([CH2:34][NH:35][C:36]4([C:41](=[O:42])[O:43][CH3:44])[CH2:37][CH2:38][CH2:39][CH2:40]4)[c:45]4[cH:46][cH:47][cH:48][cH:49][cH:50]4)[cH:18][n:19][c:20]3[cH:21]1)[CH2:24]2. The reactants are Cl, Cl, NC1CCC(CCN2CCC(C(=O)c3ccc(Cl)cc3)CC2)CC1, O=C(O)c1ccc(N2CCOCC2)cc1. Yields the product O=C(NC1CCC(CCN2CCC(C(=O)c3ccc(Cl)cc3)CC2)CC1)c1ccc(N2CCOCC2)cc1. As a reaction SMILES: [ClH:1].[ClH:2].[NH2:3][CH:4]1[CH2:5][CH2:6][CH:7]([CH2:10][CH2:11][N:12]2[CH2:13][CH2:14][CH:15]([C:18](=[O:19])[c:20]3[cH:21][cH:22][c:23]([Cl:26])[cH:24][cH:25]3)[CH2:16][CH2:17]2)[CH2:8][CH2:9]1.[O:27]1[CH2:28][CH2:29][N:30]([c:33]2[cH:34][cH:35][c:36]([C:37](=[O:38])[OH:39])[cH:40][cH:41]2)[CH2:31][CH2:32]1>>[NH:3]([CH:4]1[CH2:5][CH2:6][CH:7]([CH2:10][CH2:11][N:12]2[CH2:13][CH2:14][CH:15]([C:18](=[O:19])[c:20]3[cH:21][cH:22][c:23]([Cl:26])[cH:24][cH:25]3)[CH2:16][CH2:17]2)[CH2:8][CH2:9]1)[C:37]([c:36]1[cH:35][cH:34][c:33]([N:30]2[CH2:29][CH2:28][O:27][CH2:32][CH2:31]2)[cH:41][cH:40]1)=[O:38].